Dataset: the Open Reaction Database (ORD), a public repository of structured organic reaction records. Task: describe an organic reaction: reactants, conditions, products, and yield Starting materials: C(C1=CC=CC=C1)OC1=C(C=CC(=C1)OC)CCCC1=CC=C(C(=O)O)C=C1 (4-[3-(2-benzyloxy-4-methoxyphenyl)-propyl]benzoic acid), [C-]#N.[Na+] (sodium cyanide). Solvent: CS(=O)C (DMSO). Run at temperature 190 celsius. Product: C(C1=CC=CC=C1)OC1=C(C=CC(=C1)O)CCCC1=CC=C(C(=O)O)C=C1 (4-[3-(2-Benzyloxy-4-hydroxyphenyl)-propyl]benzoic acid). Isolated yield 20.8%. RXN SMILES: [CH2:1]([O:8][C:9]1[CH:14]=[C:13]([O:15]C)[CH:12]=[CH:11][C:10]=1[CH2:17][CH2:18][CH2:19][C:20]1[CH:28]=[CH:27][C:23]([C:24]([OH:26])=[O:25])=[CH:22][CH:21]=1)[C:2]1[CH:7]=[CH:6][CH:5]=[CH:4][CH:3]=1.[C-]#N.[Na+]>CS(C)=O>[CH2:1]([O:8][C:9]1[CH:14]=[C:13]([OH:15])[CH:12]=[CH:11][C:10]=1[CH2:17][CH2:18][CH2:19][C:20]1[CH:21]=[CH:22][C:23]([C:24]([OH:26])=[O:25])=[CH:27][CH:28]=1)[C:2]1[CH:3]=[CH:4][CH:5]=[CH:6][CH:7]=1 |f:1.2|. Procedure: To a solution of 4-[3-(2-benzyloxy-4-methoxyphenyl)-propyl]benzoic acid (0.75 g) in DMSO (20 ml) was added sodium cyanide (0.5 g). The reaction mixture was heated at 190° C. for 40 hours, cooled, partitioned between 1N aqueous NaOH and diethyl ether. The aqueous layer was separated, acidified to pH1 (conc. HCl) and extracted with ethyl acetate. The organic solution was dried (MgSO4), filtered and evaporated. The residue was purified by chromatography on silica gel eluting with diethyl ether, and... The reactants are BrCC1=NC=C(N=C1)C1=CC=CC=C1 (2-(Bromomethyl)-5-phenylpyrazine), N1C=NC=C1 (imidazole), C(=O)([O-])[O-].[K+].[K+] (K2CO3). Run in CN(C)C=O (DMF). Product: N1(C=NC=C1)CC1=NC=C(N=C1)C1=CC=CC=C1 (2-((1H-imidazol-1-yl)methyl)-5-phenylpyrazine). As a reaction SMILES: Br[CH2:2][C:3]1[CH:8]=[N:7][C:6]([C:9]2[CH:14]=[CH:13][CH:12]=[CH:11][CH:10]=2)=[CH:5][N:4]=1.[NH:15]1[CH:19]=[CH:18][N:17]=[CH:16]1.C([O-])([O-])=O.[K+].[K+]>CN(C=O)C>[N:15]1([CH2:2][C:3]2[CH:8]=[N:7][C:6]([C:9]3[CH:14]=[CH:13][CH:12]=[CH:11][CH:10]=3)=[CH:5][N:4]=2)[CH:19]=[CH:18][N:17]=[CH:16]1 |f:2.3.4|. Procedure: Synthesized using compound 71a (100 mg, 0.40 mmol), imidazole (109 mg, 1.60 mmol) and K2CO3 (276 mg, 2.00 mmol) in DMF according to Method B. Crude product was purified by flash chromatography on silica-gel using ethyl acetate as eluent. Light yellow solid. Yield: 69 mg, 73%. 1H NMR (CDCl3, 500 MHz): δH (ppm)=5.50 (s, 2H), 7.24 (t, J=1.3 Hz, 1H), 7.33 (t, J=1.1 Hz, 1H), 7.64-7.74 (m, 3H), 7.86 (s, 1H), 8.17-8.23 (m, 2H), 8.63 (d, J=1.3 Hz, 1H), 9.18 (d, J=1.6 Hz, 1H); 13C NMR (CDCl3, 125 MHz): δ...